From a dataset of the Open Reaction Database (ORD), a public repository of structured organic reaction records. describe an organic reaction: reactants, conditions, products, and yield Reactants: O=C(O)c1cc2ccccc2o1, CNOC. The reagents and catalysts are CCN=C=NCCCN(C)C.Cl (EDC-HCl), C1=CC2=C(N=C1)N(N=N2)O (HOAt). The solvent is CN(C)C=O (DMF), CN(C)C=O (DMF), CN(C)C=O (DMF), CN(C)C=O (DMF), CN(C)C=O (DMF), CN(C)C=O (DMF). Conditions: temperature 25 celsius, time 2 hour. Yields the product CON(C)C(=O)c1cc2ccccc2o1. The yield is 66.0%. As a reaction SMILES: CNOC.O=C(O)c1cc2ccccc2o1.CCN=C=NCCCN(C)C.Cl.C1=CC2=C(N=C1)N(N=N2)O.CN(C)C=O>>CON(C)C(=O)c1cc2ccccc2o1. Product: Cl, c1cncc(-c2ccc(Oc3ccc(OCC4CCCN4)cc3)cc2)c1. As a reaction SMILES: [C:1]([O:2][C:3](=[O:4])[N:8]1[CH:9]([CH2:13][O:14][c:15]2[cH:16][cH:17][c:18]([O:21][c:22]3[cH:23][cH:24][c:25](-[c:28]4[cH:29][n:30][cH:31][cH:32][cH:33]4)[cH:26][cH:27]3)[cH:19][cH:20]2)[CH2:10][CH2:11][CH2:12]1)([CH3:5])([CH3:6])[CH3:7].[ClH:34].[O:35]1[CH2:36][CH2:37][O:38][CH2:39][CH2:40]1>>[ClH:34].[NH:8]1[CH:9]([CH2:13][O:14][c:15]2[cH:16][cH:17][c:18]([O:21][c:22]3[cH:23][cH:24][c:25](-[c:28]4[cH:29][n:30][cH:31][cH:32][cH:33]4)[cH:26][cH:27]3)[cH:19][cH:20]2)[CH2:10][CH2:11][CH2:12]1. Reactants: CC(C)(C)OC(=O)N1CCCC1COc1ccc(Oc2ccc(-c3cccnc3)cc2)cc1, Cl, C1COCCO1. Reactants: C(=O)([O-])[O-].[K+].[K+] (K2CO3), BrC1=NC(=C(C=C1C#N)C1=CC=C(C=C1)S(=O)(=O)C)C1=CC=C(C=C1)F (2-Bromo-6-(4-fluorophenyl)-5-[4-(methylsulfonyl)phenyl]-pyridine-3-carbonitrile), C1(=CC=CC=C1)C (toluene), C1(=CC=CC=C1)OB(O)O (phenylboric acid). The reagents and catalysts are C=1C=CC(=CC1)[P](C=2C=CC=CC2)(C=3C=CC=CC3)[Pd]([P](C=4C=CC=CC4)(C=5C=CC=CC5)C=6C=CC=CC6)([P](C=7C=CC=CC7)(C=8C=CC=CC8)C=9C=CC=CC9)[P](C=1C=CC=CC1)(C=1C=CC=CC1)C=1C=CC=CC1 (tetrakis(triphenylphosphine)palladium). The solvent is O (water), O (water), C(C)O (ethanol). The product is FC1=CC=C(C=C1)C1=C(C=C(C(=N1)C1=CC=CC=C1)C#N)C1=CC=C(C=C1)S(=O)(=O)C (6-(4-Fluorophenyl)-5-[4-(methylsulfonyl)phenyl]-2-phenyl-pyridine-3-carbonitrile). Isolated yield 76.0%. RXN SMILES: Br[C:2]1[C:7]([C:8]#[N:9])=[CH:6][C:5]([C:10]2[CH:15]=[CH:14][C:13]([S:16]([CH3:19])(=[O:18])=[O:17])=[CH:12][CH:11]=2)=[C:4]([C:20]2[CH:25]=[CH:24][C:23]([F:26])=[CH:22][CH:21]=2)[N:3]=1.[C:27]1(C)[CH:32]=[CH:31][CH:30]=[CH:29][CH:28]=1.C1(OB(O)O)C=CC=CC=1.C([O-])([O-])=O.[K+].[K+]>O.C1C=CC([P]([Pd]([P](C2C=CC=CC=2)(C2C=CC=CC=2)C2C=CC=CC=2)([P](C2C=CC=CC=2)(C2C=CC=CC=2)C2C=CC=CC=2)[P](C2C=CC=CC=2)(C2C=CC=CC=2)C2C=CC=CC=2)(C2C=CC=CC=2)C2C=CC=CC=2)=CC=1.C(O)C>[F:26][C:23]1[CH:24]=[CH:25][C:20]([C:4]2[N:3]=[C:2]([C:27]3[CH:32]=[CH:31][CH:30]=[CH:29][CH:28]=3)[C:7]([C:8]#[N:9])=[CH:6][C:5]=2[C:10]2[CH:15]=[CH:14][C:13]([S:16]([CH3:19])(=[O:18])=[O:17])=[CH:12][CH:11]=2)=[CH:21][CH:22]=1 |f:3.4.5,^1:54,56,75,94|. Reported procedure: To a mixture of 0.1 g (0.23 mmol) of 2-bromo-6-(4-fluorophenyl)-5-[4-(methylsulfonyl)phenyl]-pyridine-3-carbonitrile (Example 3), 10 ml of toluene and 4 ml of ethanol was added 34 mg (0.28 mMol) of phenylboric acid and a solution of 71 mg (0.52 mMol) of K2CO3 in 1 ml water. To the resulting reaction mixture was added 18 mg of tetrakis(triphenylphosphine)palladium. The mixture was held at reflux overnight, cooled to room temperature, poured into 75 ml of water and extracted with dichloromethane. ... The reactants are C(C)N(CCC(CCCC1=CC(=CC=C1)OC)=O)CC (1-diethylamino-6-(m-methoxyphenyl)-3-hexanone), C=CC(CCC)=O (1-hexen-3-one), C(C)C1C(CCC1=O)=O (2-ethyl-1,3-cyclopentanedione). Run in [OH-].[K+] (potassium hydroxide). Yields the product C(C)C1(C(CCC1=O)=O)CCC(CCCC1=CC(=CC=C1)OC)=O (2-ethyl-2-[6-(m-methoxyphenyl)-3-oxohexyl]-1,3-cyclopentanedione). As a reaction SMILES: C(N(CC)[CH2:4][CH2:5][C:6](=[O:18])[CH2:7][CH2:8][CH2:9][C:10]1[CH:15]=[CH:14][CH:13]=[C:12]([O:16][CH3:17])[CH:11]=1)C.C=CC(=O)CCC.[CH2:28]([CH:30]1[C:34](=[O:35])[CH2:33][CH2:32][C:31]1=[O:36])[CH3:29]>[OH-].[K+]>[CH2:28]([C:30]1([CH2:4][CH2:5][C:6](=[O:18])[CH2:7][CH2:8][CH2:9][C:10]2[CH:15]=[CH:14][CH:13]=[C:12]([O:16][CH3:17])[CH:11]=2)[C:34](=[O:35])[CH2:33][CH2:32][C:31]1=[O:36])[CH3:29] |f:3.4|. Reported procedure: Referring now to FIG. 1, wherein the compounds are assigned Roman numerals for identification schematically, the sequence of reactions involved in the synthesis of a specific embodiment, namely, 13β,17α-diethyl-17β-hydroxygon-4-en-3-one, is illustrated. 3-(m-Methoxyphenyl)propanol (I) is heated with phosphorus tribromide in benzene after dropwise addition in the cold to form 3-(m-methoxyphenyl)propyl bromide (II). This halogen compound (II) dissolved in tetrahydrofuran is condensed with sodium a...